This data is from the Open Reaction Database (ORD), a public repository of structured organic reaction records. The task is: describe an organic reaction: reactants, conditions, products, and yield The product is CC(C)CCNCc1cccc2c(O)cccc12. Reaction SMILES: [B:20]([Br:21])([Br:22])[Br:23].[CH3:1][O:2][c:3]1[c:4]2[cH:5][cH:6][cH:7][c:8]([CH2:13][NH:14][CH2:15][CH2:16][CH:17]([CH3:18])[CH3:19])[c:9]2[cH:10][cH:11][cH:12]1.[CH3:29][CH2:30][O:31][C:32]([CH3:33])=[O:34].[Cl:35][CH2:36][Cl:37].[Na+:28].[O-:24][C:25]([OH:26])=[O:27]>>[OH:2][c:3]1[c:4]2[cH:5][cH:6][cH:7][c:8]([CH2:13][NH:14][CH2:15][CH2:16][CH:17]([CH3:18])[CH3:19])[c:9]2[cH:10][cH:11][cH:12]1. Reactants: BrB(Br)Br, COc1cccc2c(CNCCC(C)C)cccc12, CCOC(C)=O, ClCCl, [Na+], O=C([O-])O. Starting materials: [N+](=O)([O-])C=1C=NN(C1)CC=O (2-(4-nitro-1H-pyrazol-1-yl)acetaldehyde), N1CCC2=CC=CC=C12 (indoline). The solvent is CC#N (MeCN), CC#N (MeCN). Run at time 5 minute. The product is [N+](=O)([O-])C=1C=NN(C1)CCN1CCC2=CC=CC=C12 (1-(2-(4-nitro-1H-pyrazol-1-yl)ethyl)indoline). As a reaction SMILES: [N+:1]([C:4]1[CH:5]=[N:6][N:7]([CH2:9][CH:10]=O)[CH:8]=1)([O-:3])=[O:2].[NH:12]1[C:20]2[C:15](=[CH:16][CH:17]=[CH:18][CH:19]=2)[CH2:14][CH2:13]1>CC#N>[N+:1]([C:4]1[CH:5]=[N:6][N:7]([CH2:9][CH2:10][N:12]2[C:20]3[C:15](=[CH:16][CH:17]=[CH:18][CH:19]=3)[CH2:14][CH2:13]2)[CH:8]=1)([O-:3])=[O:2]. Reported procedure: To a solution of 2-(4-nitro-1H-pyrazol-1-yl)acetaldehyde (1.02 g, 4.97 mmol) in MeCN (18.0 mL), indoline (0.56 mL, 4.95 mmol) dissolved in MeCN (6 mL) was added. The resulting orange solution was stirred at rt for 5 min, then STAB (2.10 g, 9.90 mmol) was added in portions. After stirring at rt for 1 h, the reaction mixture was quenched with water and extracted with DCM (2×). The combined org. layers were concentrated and purification was performed by FC (EtOAc/toluene 2:8) to yield 1-(2-(4-nitro... Run in C(Cl)(Cl)(Cl)Cl (carbon tetrachloride), C(Cl)(Cl)(Cl)Cl (carbon tetrachloride). Starting materials: BrBr (bromine), BrBr (bromine), CC=1SC(=CC1)C(=O)O (2-Methyl thiophen-5-carboxylic acid), C(Cl)(Cl)Cl (chloroform), C([O-])([O-])=O.[Na+].[Na+] (sodium carbonate). Yields the product C(=O)C=1SC(=CC1)C(=O)O (2-formyl thiophen-5-carboxylic acid). As a reaction SMILES: [CH3:1][C:2]1[S:3][C:4]([C:7]([OH:9])=[O:8])=[CH:5][CH:6]=1.C(Cl)(Cl)Cl.BrBr.C(=O)([O-])[O-:17].[Na+].[Na+]>C(Cl)(Cl)(Cl)Cl.[W]>[CH:1]([C:2]1[S:3][C:4]([C:7]([OH:9])=[O:8])=[CH:5][CH:6]=1)=[O:17] |f:3.4.5|. The reagents and catalysts are [W] (tungsten). Reported procedure: 2-Methyl thiophen-5-carboxylic acid was dissolved in carbon tetrachloride (150 ml.) and chloroform (10 ml.) and AZDN (0.5g.) was added. The mixture was refluxed over a 150 watt tungsten spotlight. Two molar equivalents of bromine as a 30% v/v solution in carbon tetrachloride were slowly added. A precipitate was formed but the mixture continued to take up bromine. After the addition of the two molar equivalents, solvent was boiled off until the volume was 100 ml. and the product treated with sodi... The reactants are CC(=O)O[BH-](OC(C)=O)OC(C)=O, COC(=O)C(C)(C)C=O, CSc1cc2n(c1)Cc1cc(Cl)ccc1N=C2N1CCNCC1, ClCCl, [Na+]. The product is COC(=O)C(C)(C)CN1CCN(C2=Nc3ccc(Cl)cc3Cn3cc(SC)cc32)CC1. As a reaction SMILES: [C:33]([O:34][BH-:35]([O:36][C:37](=[O:38])[CH3:39])[O:40][C:41](=[O:42])[CH3:43])(=[O:44])[CH3:45].[CH3:1][C:2]([C:3](=[O:4])[O:5][CH3:6])([CH:7]=[O:8])[CH3:9].[Cl:10][c:11]1[cH:12][cH:13][c:14]2[c:15]([cH:32]1)[CH2:16][n:17]1[c:18]([cH:27][c:28]([S:30][CH3:31])[cH:29]1)[C:19]([N:21]1[CH2:22][CH2:23][NH:24][CH2:25][CH2:26]1)=[N:20]2.[Cl:47][CH2:48][Cl:49].[Na+:46]>>[CH3:1][C:2]([C:3](=[O:4])[O:5][CH3:6])([CH2:7][N:24]1[CH2:23][CH2:22][N:21]([C:19]2=[N:20][c:14]3[cH:13][cH:12][c:11]([Cl:10])[cH:32][c:15]3[CH2:16][n:17]3[c:18]2[cH:27][c:28]([S:30][CH3:31])[cH:29]3)[CH2:26][CH2:25]1)[CH3:9]. Starting materials: Cc1cc(Cl)c(S(C)(=O)=O)cc1C(=O)O, NCc1ccccc1. Product: Cc1cc(NCc2ccccc2)c(S(C)(=O)=O)cc1C(=O)O. As a reaction SMILES: [CH3:1][c:2]1[c:3]([C:4](=[O:5])[OH:6])[cH:7][c:8]([S:12](=[O:13])(=[O:14])[CH3:15])[c:9]([Cl:11])[cH:10]1.[NH2:16][CH2:17][c:18]1[cH:19][cH:20][cH:21][cH:22][cH:23]1>>[CH3:1][c:2]1[c:3]([C:4](=[O:5])[OH:6])[cH:7][c:8]([S:12](=[O:13])(=[O:14])[CH3:15])[c:9]([NH:16][CH2:17][c:18]2[cH:19][cH:20][cH:21][cH:22][cH:23]2)[cH:10]1. Reactants: COCCOC, CO, ClCCl, CCOC(=O)Cn1nnc(-c2cnc(N3CCC4(C=C(c5ccc(F)cc5)c5ccccc5O4)CC3)s2)n1, Fc1ccc(C2=CC3(CCNCC3)Oc3ccccc32)cc1, [K+], [K+], O=C([O-])[O-]. Yields the product O=C(O)Cn1nnc(-c2cnc(N3CCC4(C=C(c5ccc(F)cc5)c5ccccc5O4)CC3)s2)n1. As a reaction SMILES: [CH3:67][O:68][CH2:69][CH2:70][O:71][CH3:72].[CH3:76][OH:77].[Cl:73][CH2:74][Cl:75].[F:1][c:2]1[cH:3][cH:4][c:5]([C:8]2=[CH:9][C:10]3([O:11][c:12]4[cH:13][cH:14][cH:15][cH:16][c:17]42)[CH2:18][CH2:19][N:20]([c:23]2[s:24][c:25](-[c:28]4[n:29][n:30][n:31]([CH2:33][C:34](=[O:35])[O:36][CH2:37][CH3:38])[n:32]4)[cH:26][n:27]2)[CH2:21][CH2:22]3)[cH:6][cH:7]1.[F:39][c:40]1[cH:41][cH:42][c:43]([C:44]2=[CH:58][C:52]3([O:51][c:46]4[c:45]2[cH:50][cH:49][cH:48][cH:47]4)[CH2:53][CH2:54][NH:55][CH2:56][CH2:57]3)[cH:59][cH:60]1.[K+:61].[K+:62].[O-:63][C:64]([O-:65])=[O:66]>>[F:1][c:2]1[cH:3][cH:4][c:5]([C:8]2=[CH:9][C:10]3([O:11][c:12]4[cH:13][cH:14][cH:15][cH:16][c:17]42)[CH2:18][CH2:19][N:20]([c:23]2[s:24][c:25](-[c:28]4[n:29][n:30][n:31]([CH2:33][C:34](=[O:35])[OH:36])[n:32]4)[cH:26][n:27]2)[CH2:21][CH2:22]3)[cH:6][cH:7]1. Procedure: 1.3 g of 5-oxo-6(R)-phthalimido-3(S)-(2-thienyl)perhydro-1,4-thiazepine [prepared as described in step (e) above] was treated with t-butyl bromoacetate in the manner described in Example 1(f), to give 0.99 g of the title compound as crystals, melting at 211°-212° C. The reactants are O=C1N[C@@H](CSC[C@@H]1N1C(C=2C(C1=O)=CC=CC2)=O)C=2SC=CC2 (5-oxo-6(R)-phthalimido-3(S)-(2-thienyl)perhydro-1,4-thiazepine), BrCC(=O)OC(C)(C)C (t-butyl bromoacetate). Yields the product O=C1N([C@@H](CSC[C@@H]1N1C(C=2C(C1=O)=CC=CC2)=O)C=2SC=CC2)CC(=O)OC(C)(C)C (t-Butyl α-[5-oxo-6-(R)-phthalimido-3-(S)-(2-thienyl)perhydro-1,4-thiazepin-4-yl]acetate). As a reaction SMILES: [O:1]=[C:2]1[C@@H:8]([N:9]2[C:13](=[O:14])[C:12]3=[CH:15][CH:16]=[CH:17][CH:18]=[C:11]3[C:10]2=[O:19])[CH2:7][S:6][CH2:5][C@@H:4]([C:20]2[S:21][CH:22]=[CH:23][CH:24]=2)[NH:3]1.Br[CH2:26][C:27]([O:29][C:30]([CH3:33])([CH3:32])[CH3:31])=[O:28]>>[O:1]=[C:2]1[C@@H:8]([N:9]2[C:13](=[O:14])[C:12]3=[CH:15][CH:16]=[CH:17][CH:18]=[C:11]3[C:10]2=[O:19])[CH2:7][S:6][CH2:5][C@@H:4]([C:20]2[S:21][CH:22]=[CH:23][CH:24]=2)[N:3]1[CH2:26][C:27]([O:29][C:30]([CH3:33])([CH3:32])[CH3:31])=[O:28].